From a dataset of the Open Reaction Database (ORD), a public repository of structured organic reaction records. describe an organic reaction: reactants, conditions, products, and yield Reactants: CCCCN, CN([SiH](C)C)[Si](C)(C)C, [NH4+], [NH4+], O=S(=O)([O-])[O-], O=C1CONC(=O)N1, C1COCCO1. The product is CCCCNC1=NC(=O)NOC1. RXN SMILES: [CH2:16]([CH2:17][CH2:18][CH3:19])[NH2:20].[CH3:21][SiH:22]([CH3:23])[N:24]([CH3:25])[Si:26]([CH3:27])([CH3:28])[CH3:29].[NH4+:10].[NH4+:9].[O-:11][S:12](=[O:13])(=[O:14])[O-:15].[O:1]1[NH:2][C:3](=[O:8])[NH:4][C:5](=[O:7])[CH2:6]1.[O:30]1[CH2:31][CH2:32][O:33][CH2:34][CH2:35]1>>[O:1]1[NH:2][C:3](=[O:8])[N:4]=[C:5]([NH:20][CH2:16][CH2:17][CH2:18][CH3:19])[CH2:6]1. Reactants: O.Cl.ClC1=CC=C(C=C1)SC1CCNCC1 (4-[(p-chlorophenyl)thio]piperidine hydrochloride hydrate), B(=O)O[O-].[Na+] (sodium perborate). Solvent: Cl (hydrochloride). The product is Cl.ClC1=CC=C(C=C1)S(=O)C1CCNCC1 (4-[(4-Chlorophenyl)sulfinyl]piperidine, Monohydrochloride). RXN SMILES: O.Cl.[Cl:3][C:4]1[CH:9]=[CH:8][C:7]([S:10][CH:11]2[CH2:16][CH2:15][NH:14][CH2:13][CH2:12]2)=[CH:6][CH:5]=1.B(O[O-])=[O:18].[Na+]>Cl>[ClH:3].[Cl:3][C:4]1[CH:5]=[CH:6][C:7]([S:10]([CH:11]2[CH2:16][CH2:15][NH:14][CH2:13][CH2:12]2)=[O:18])=[CH:8][CH:9]=1 |f:0.1.2,3.4,6.7|. Procedure details: A solution of 5.78 g (0.020 mole) of 4-[(p-chlorophenyl)thio]piperidine hydrochloride hydrate and 4.61 g (0.030 mole) of sodium perborate in 200 ml of dilute hydrochloride acid was stirred at room temperature overnight. The reaction mixture was quenched in dilute sodium hydroxide and the resulting basic solution was extracted with methylene chloride. The methylene chloride layer was dried over magnesium sulfate and the solvent was removed in vacuo to give a white solid, the free base of the titl... Starting materials: CCO, ClCc1ccc2ccccc2n1, Cl, [K+], [OH-], Oc1cccc(O)c1. Yields the product Oc1cccc(OCc2ccc3ccccc3n2)c1. Reaction SMILES: [CH3:24][CH2:25][OH:26].[Cl:2][CH2:3][c:4]1[n:5][c:6]2[cH:7][cH:8][cH:9][cH:10][c:11]2[cH:12][cH:13]1.[ClH:1].[K+:23].[OH-:22].[OH:14][c:15]1[cH:16][cH:17][cH:18][c:19]([OH:20])[cH:21]1>>[CH2:3]([c:4]1[n:5][c:6]2[cH:7][cH:8][cH:9][cH:10][c:11]2[cH:12][cH:13]1)[O:14][c:15]1[cH:16][cH:17][cH:18][c:19]([OH:20])[cH:21]1. Product: O=Cc1ccc(Cl)nc1. Reactants: Clc1ccc(Br)cn1, [Li]CCCC, CCOCC, O=CN1CCCCC1. Reaction SMILES: [Br:1][c:2]1[cH:3][cH:4][c:5]([Cl:8])[n:6][cH:7]1.[CH2:9]([Li:10])[CH2:11][CH2:12][CH3:13].[CH3:22][CH2:23][O:24][CH2:25][CH3:26].[CH:14](=[O:15])[N:16]1[CH2:17][CH2:18][CH2:19][CH2:20][CH2:21]1>>[c:2]1([CH:14]=[O:15])[cH:3][cH:4][c:5]([Cl:8])[n:6][cH:7]1. Reactants: C1CCOC1, O, CCOC(=O)n1nnnc1C1N2C(=O)C(NC(c3ccccc3)(c3ccccc3)c3ccccc3)C2SC1(C)C. Yields the product CC1(C)SC2C(NC(c3ccccc3)(c3ccccc3)c3ccccc3)C(=O)N2C1c1nnn[nH]1. RXN SMILES: [O:1]1[CH2:2][CH2:3][CH2:4][CH2:5]1.[OH2:46].[c:6]1([C:12]([c:13]2[cH:14][cH:15][cH:16][cH:17][cH:18]2)([c:19]2[cH:20][cH:21][cH:22][cH:23][cH:24]2)[NH:25][CH:26]2[CH:27]3[N:28]([CH:29]([c:34]4[n:35][n:36][n:37][n:38]4[C:39]([O:40][CH2:41][CH3:42])=[O:43])[C:30]([CH3:32])([CH3:33])[S:31]3)[C:44]2=[O:45])[cH:7][cH:8][cH:9][cH:10][cH:11]1>>[c:6]1([C:12]([c:13]2[cH:14][cH:15][cH:16][cH:17][cH:18]2)([c:19]2[cH:20][cH:21][cH:22][cH:23][cH:24]2)[NH:25][CH:26]2[CH:27]3[N:28]([CH:29]([c:34]4[nH:35][n:36][n:37][n:38]4)[C:30]([CH3:32])([CH3:33])[S:31]3)[C:44]2=[O:45])[cH:7][cH:8][cH:9][cH:10][cH:11]1. Reactants: CC(=C)C1=CC=CC=C1 (α-methylstyrene), C1(=CC=CC=C1)O (phenol), aqueous solution, [OH-].[Na+] (caustic soda), C([O-])([O-])=O.[Na+].[Na+] (sodium carbonate), C(=O)=O (carbon dioxide). Reagents/catalysts: S(O)(O)(=O)=O (sulfuric acid). Solvent: C=1(C(=CC=CC1)C)C (xylene), C=1(C(=CC=CC1)C)C (xylene). Run at temperature 50 celsius, time 5 hour. Yields the product CC(C1=CC=CC=C1)(C)C1=C(C(C(=O)O)=CC(=C1)C(C1=CC=CC=C1)(C)C)O (3,5-di(α,α-dimethylbenzyl)salicylic acid). RXN SMILES: [C:1]1(O)[CH:6]=[CH:5][CH:4]=[CH:3][CH:2]=1.[CH3:8][C:9]([C:11]1[CH:16]=[CH:15][CH:14]=[CH:13][CH:12]=1)=[CH2:10].[C:17](=[O:20])([O-])[O-:18].[Na+].[Na+].[OH-].[Na+].[C:25](=[O:27])=O>S(=O)(=O)(O)O.C1(C)C(C)=CC=CC=1>[CH3:10][C:9]([C:15]1[CH:16]=[C:11]([C:9]([CH3:10])([CH3:8])[C:1]2[CH:6]=[CH:5][CH:4]=[CH:3][CH:2]=2)[CH:12]=[C:13]([C:17]([OH:18])=[O:20])[C:25]=1[OH:27])([CH3:8])[C:11]1[CH:16]=[CH:15][CH:14]=[CH:13][CH:12]=1 |f:2.3.4,5.6|. Reported procedure: Charged in a reactor equipped with a thermometer, reflux condenser, dropping funnel and stirrer were 9.4 g of phenol and 0.2 g of sulfuric acid. Then, 23.6 g of α-methylstyrene was added dropwise under stirring at 50° C. from a dropping funnel. After completion of the dropwise addition, the reaction mixture was aged for 5 hours and then poured into a dilute aqueous solution of sodium carbonate. The resultant mixture was separated to obtain an oil layer. The oil layer was then distilled in vacuo....